Dataset: the Open Reaction Database (ORD), a public repository of structured organic reaction records. Task: describe an organic reaction: reactants, conditions, products, and yield The reactants are BrC1=C2C=3C=CC(=CC3NC2=C(C=C1)C(N)=O)C(=O)OCC (ethyl 5-bromo-8-carbamoyl-9H-carbazole-2-carboxylate), BrC1=C2C=3C=CC(=CC3NC2=C(C=C1)C(N)=O)C(=O)OCC (ethyl 5-bromo-8-carbamoyl-9H-carbazole-2-carboxylate), O.[OH-].[Li+] (lithium hydroxide monohydrate). The solvent is C1CCOC1.C(C)O.O (THF ethanol water). Yields the product BrC1=C2C=3C=CC(=CC3NC2=C(C=C1)C(N)=O)C(=O)O (5-bromo-8-carbamoyl-9H-carbazole-2-carboxylic acid). As a reaction SMILES: [Br:1][C:2]1[CH:14]=[CH:13][C:12]([C:15](=[O:17])[NH2:16])=[C:11]2[C:3]=1[C:4]1[CH:5]=[CH:6][C:7]([C:18]([O:20]CC)=[O:19])=[CH:8][C:9]=1[NH:10]2.O.[OH-].[Li+]>C1COCC1.C(O)C.O>[Br:1][C:2]1[CH:14]=[CH:13][C:12]([C:15](=[O:17])[NH2:16])=[C:11]2[C:3]=1[C:4]1[CH:5]=[CH:6][C:7]([C:18]([OH:20])=[O:19])=[CH:8][C:9]=1[NH:10]2 |f:1.2.3,4.5.6|. Reported procedure: A suspension of ethyl 5-bromo-8-carbamoyl-9H-carbazole-2-carboxylate (Intermediate 48-1, 1.81 g, 5.01 mmol) and lithium hydroxide monohydrate (0.601 g, 15.03 mmol) in THF-ethanol-water (3:1:1, 50 mL) was heated at reflux for 2 h. The mixture was cooled to rt and concentrated. The residue was stirred in water and treated with 1 M hydrochloric acid to pH 1-2. The precipitate was collected by filtration, washed with water, and dried to afford 5-bromo-8-carbamoyl-9H-carbazole-2-carboxylic acid as a ... Starting materials: ClC=1C=CC2=C(C(=NCC=3N2C(=NN3)CON3C(C=2C(C3=O)=CC=CC2)=O)C2=CC=CC=C2)C1 (8-chloro-6-phenyl-1-[(phthalimidooxy)methyl]-4H-s-triazolo[4,3-a][1,4]benzodiazepine), O.NN (hydrazine hydrate). Run in C(C)O (ethanol). Reaction conditions: temperature 70 celsius. Product: NOCC1=NN=C2N1C1=C(C(=NC2)C2=CC=CC=C2)C=C(C=C1)Cl (1-[(aminooxy)methyl]-8-chloro-6-phenyl-4H-s-triazolo-[4,3-a][1,4]benzodiazepine). RXN SMILES: [Cl:1][C:2]1[CH:3]=[CH:4][C:5]2[N:11]3[C:12]([CH2:15][O:16][N:17]4C(=O)C5=CC=CC=C5C4=O)=[N:13][N:14]=[C:10]3[CH2:9][N:8]=[C:7]([C:28]3[CH:33]=[CH:32][CH:31]=[CH:30][CH:29]=3)[C:6]=2[CH:34]=1.O.NN>C(O)C>[NH2:17][O:16][CH2:15][C:12]1[N:11]2[C:5]3[CH:4]=[CH:3][C:2]([Cl:1])=[CH:34][C:6]=3[C:7]([C:28]3[CH:29]=[CH:30][CH:31]=[CH:32][CH:33]=3)=[N:8][CH2:9][C:10]2=[N:14][N:13]=1 |f:1.2|. Procedure details: A stirred suspension of 8-chloro-6-phenyl-1-[(phthalimidooxy)methyl]-4H-s-triazolo[4,3-a][1,4]benzodiazepine (9.4 g., 0.02 mole) in absolute ethanol (100 ml.) was treated with hydrazine hydrate (1.45 ml.) and warmed, under nitrogen, at a bath temperature at 70° C. for 3 hours. The mixture was cooled in an ice bath and filtered. The solid was washed with ethanol and methylene chloride. The combined filtrate was concentrated in vacuo; the residue was mixed with water and extracted with methylene c... The reactants are CC(=O)OCC(COC(C)=O)c1ccc(N)cc1, ClCCl, O=C1CCC(=O)N1Br. Yields the product CC(=O)OCC(COC(C)=O)c1ccc(N)c(Br)c1. As a reaction SMILES: [C:1]([CH3:2])(=[O:3])[O:4][CH2:5][CH:6]([CH2:7][O:8][C:9]([CH3:10])=[O:11])[c:12]1[cH:13][cH:14][c:15]([NH2:18])[cH:16][cH:17]1.[Cl:27][CH2:28][Cl:29].[O:19]=[C:20]1[N:21]([Br:26])[C:22](=[O:23])[CH2:24][CH2:25]1>>[C:1]([CH3:2])(=[O:3])[O:4][CH2:5][CH:6]([CH2:7][O:8][C:9]([CH3:10])=[O:11])[c:12]1[cH:13][c:14]([Br:26])[c:15]([NH2:18])[cH:16][cH:17]1. Starting materials: BrC=1C=C(C(=O)Cl)C=CC1OCCCCCCCC (3-bromo-4 octyloxybenzoic acid chloride), OS(=O)(=O)O (H2SO4), ice. The solvent is N1=CC=CC=C1 (pyridine). Conditions: time 48 hour. Yields the product BrC=1C=C(C(=O)O)C=CC1OCCCCCCCC (3-bromo 4-octyloxy benzoic acid). Reaction SMILES: [Br:1][C:2]1[CH:3]=[C:4]([CH:8]=[CH:9][C:10]=1[O:11][CH2:12][CH2:13][CH2:14][CH2:15][CH2:16][CH2:17][CH2:18][CH3:19])[C:5](Cl)=[O:6].[OH:20]S(O)(=O)=O>N1C=CC=CC=1>[Br:1][C:2]1[CH:3]=[C:4]([CH:8]=[CH:9][C:10]=1[O:11][CH2:12][CH2:13][CH2:14][CH2:15][CH2:16][CH2:17][CH2:18][CH3:19])[C:5]([OH:20])=[O:6]. Procedure: 540 mg (≃0.002 mole) of ##STR17## C5H11 and 700 mg (≃0.002 mole) of 3-bromo-4 octyloxybenzoic acid chloride are charged in a reactor containing 10 ml of pyridine and kept at ambient temperature for 48 hours. The reaction mixture is then poured into a solution containing 10 ml of concentrated H2SO4 and 100 g of ice. The organic fraction is extracted three times with ether then washed three times with water and finally dried on anhydrous Na2SO4. The solvent is evaporated and the product is recryst... The product is CN1S(C(C(C2=C1C=CC=C2)=O)(C)C)(=O)=O (1,3,3-Trimethyl-2,2-dioxo-2,3-dihydro-1H-benzo[c][1,2]thiazin-4-one). Yield: 79.4%. Reported procedure: Iodomethane (187 ul, 426 mg, 3 mmol) is added dropwise to a suspension of 2,2-Dioxo-1-methyl-2,1-benzothiazin-4(3H)-one ([CAS: 7117-31-9], 220 mg, 1 mmol), K2CO3 (1.38 g, 10 mmol) in 3 mL of dry DMF at room temperature. The resulting mixture is stirred at 60° C. After 2 h, the reaction mixture is filtered, and washed with ethyl acetate (20 mL). The combined solution is concentrated and the residue is purified by flash column (ethyl acetate-heptane v/v 10%) and gives the title compound as white s... RXN SMILES: I[CH3:2].[O:3]=[S:4]1(=[O:16])[CH2:9][C:8](=O)[C:7]2[CH:11]=[CH:12][CH:13]=[CH:14][C:6]=2[N:5]1[CH3:15].[C:17]([O-:20])([O-])=O.[K+].[K+]>CN(C=O)C>[CH3:15][N:5]1[C:6]2[CH:7]=[CH:11][CH:12]=[CH:13][C:14]=2[C:17](=[O:20])[C:9]([CH3:8])([CH3:2])[S:4]1(=[O:3])=[O:16] |f:2.3.4|. Run in CN(C)C=O (DMF). Starting materials: IC (Iodomethane), O=S1(N(C2=C(C(C1)=O)C=CC=C2)C)=O (2,2-Dioxo-1-methyl-2,1-benzothiazin-4(3H)-one), C(=O)([O-])[O-].[K+].[K+] (K2CO3). Run at temperature 60 celsius, time 2 hour. The reactants are —CH2—, ( g ), C1CCOC1 (THF), C(C(=C)C)(=O)[O-] (methacrylate), ( g ), ( f ), ( e1 ), vinylidene, methyl, ( e2 ). Yields the product CC(=C)C(=O)OCCO (PEG-MA). Reaction SMILES: [C:1]([O-:6])(=[O:5])[C:2]([CH3:4])=[CH2:3].C1C[O:10][CH2:9][CH2:8]1>>[CH3:3][C:2]([C:1]([O:6][CH2:8][CH2:9][OH:10])=[O:5])=[CH2:4]. Procedure details: The 1H NMR spectrum of the PIB before, as seen in FIG. 7a, and after, as seen in FIG. 7b, methacrylation are provided. The resonance at δ3.6 ppm, corresponding to the —CH2— protons next to the hydroxyl group, as seen in FIG. 7a, disappeared and new resonances attributed to the vinylidene [δ5.6 (e2), δ6.1 (e1)], methyl [δ2.0 (f)] and methylene protons adjacent to the methacrylate end group [δ4.2 (g)] appeared at the expected positions. The integration ratios of (e2):(e1):(g):(f) were 1:1:2:3 whic... Reactants: CC1(COCCOC2CCCCO2)CCCNC1, CS(=O)(=O)OCC1COc2ccc(F)cc2O1, [K+], [K+], O=C([O-])[O-], CN(C)C=O, O. Product: CC1(COCCOC2CCCCO2)CCCN(CC2COc3ccc(F)cc3O2)C1. RXN SMILES: [CH3:1][C:2]1([CH2:8][O:9][CH2:10][CH2:11][O:12][CH:13]2[O:14][CH2:15][CH2:16][CH2:17][CH2:18]2)[CH2:3][NH:4][CH2:5][CH2:6][CH2:7]1.[F:19][c:20]1[cH:21][cH:22][c:23]2[c:24]([cH:35]1)[O:25][CH:26]([CH2:29][O:30][S:31]([CH3:32])(=[O:33])=[O:34])[CH2:27][O:28]2.[K+:36].[K+:37].[O-:38][C:39]([O-:40])=[O:41].[O:43]=[CH:44][N:45]([CH3:46])[CH3:47].[OH2:42]>>[CH3:1][C:2]1([CH2:8][O:9][CH2:10][CH2:11][O:12][CH:13]2[O:14][CH2:15][CH2:16][CH2:17][CH2:18]2)[CH2:3][N:4]([CH2:29][CH:26]2[O:25][c:24]3[c:23]([cH:22][cH:21][c:20]([F:19])[cH:35]3)[O:28][CH2:27]2)[CH2:5][CH2:6][CH2:7]1. The reactants are ClC=1N=CC=2N(C(C3(CN(C2N1)C1CCCC1)CC3)=O)C (2′-chloro-9′-cyclopentyl-5′-methyl-8′,9′-dihydrospiro[cyclopropane-1,7′-pyrimido[5,4-b][1,4]diazepin]-6′(5′H)-one), ClC=1N=CC=2N(C(C3(CN(C2N1)C1CCCC1)CC3)=O)C (2′-chloro-9′-cyclopentyl-5′-methyl-8′,9′-dihydrospiro[cyclopropane-1,7′-pyrimido[5,4-b][1,4]diazepin]-6′(5′H)-one), NC1=C(C=C(C(=O)NCCN(C)C)C=C1)Cl (4-amino-3-chloro-N-(2-dimethylaminoethyl)benzamide), NC1=C(C=C(C(=O)NCCN(C)C)C=C1)Cl (4-amino-3-chloro-N-(2-dimethylaminoethyl)benzamide), CC1(C2=C(C(=CC=C2)P(C3=CC=CC=C3)C4=CC=CC=C4)OC5=C(C=CC=C51)P(C6=CC=CC=C6)C7=CC=CC=C7)C (XANTPHOS), C([O-])([O-])=O.[Cs+].[Cs+] (caesium carbonate), tris-dibenzylideneacetone dipalladium (II). Run in O1CCOCC1 (1,4 dioxane), C(Cl)Cl (DCM). Run at temperature 100 celsius. Yields the product ClC=1C=C(C(=O)NCCN(C)C)C=CC1NC=1N=CC=2N(C(C3(CN(C2N1)C1CCCC1)CC3)=O)C (3-chloro-4-(9′-cyclopentyl-5′-methyl-6′-oxo-5′,6′,8′,9′-tetrahydrospiro[cyclopropane-1,7′-pyrimido[5,4-b][1,4]diazepine]-2′-ylamino)-N-(2-dimethylaminoethyl)benzamide). Isolated yield 4.1%. RXN SMILES: Cl[C:2]1[N:3]=[CH:4][C:5]2[N:6]([CH3:21])[C:7](=[O:20])[C:8]3([CH2:19][CH2:18]3)[CH2:9][N:10]([CH:13]3[CH2:17][CH2:16][CH2:15][CH2:14]3)[C:11]=2[N:12]=1.[NH2:22][C:23]1[CH:36]=[CH:35][C:26]([C:27]([NH:29][CH2:30][CH2:31][N:32]([CH3:34])[CH3:33])=[O:28])=[CH:25][C:24]=1[Cl:37].C(=O)([O-])[O-].[Cs+].[Cs+].CC1(C)C2C(=C(P(C3C=CC=CC=3)C3C=CC=CC=3)C=CC=2)OC2C(P(C3C=CC=CC=3)C3C=CC=CC=3)=CC=CC1=2>O1CCOCC1.C(Cl)Cl>[Cl:37][C:24]1[CH:25]=[C:26]([CH:35]=[CH:36][C:23]=1[NH:22][C:2]1[N:3]=[CH:4][C:5]2[N:6]([CH3:21])[C:7](=[O:20])[C:8]3([CH2:19][CH2:18]3)[CH2:9][N:10]([CH:13]3[CH2:14][CH2:15][CH2:16][CH2:17]3)[C:11]=2[N:12]=1)[C:27]([NH:29][CH2:30][CH2:31][N:32]([CH3:34])[CH3:33])=[O:28] |f:2.3.4|. Procedure details: 2′-chloro-9′-cyclopentyl-5′-methyl-8′,9′-dihydrospiro[cyclopropane-1,7′-pyrimido[5,4-b][1,4]diazepin]-6′(5′H)-one (Intermediate 130; 100 mg, 0.33 mmol) and 4-amino-3-chloro-N-(2-dimethylaminoethyl)benzamide (Intermediate 213; 89 mg, 0.37 mmol) were dissolved in 1,4 dioxane (4 mL) and caesium carbonate (234 mg, 0.72 mmol) was added. The reaction mixture was sparged with nitrogen for 15 minutes prior to addition of tris-dibenzylideneacetone dipalladium (II) (19 mg, 0.02 mmol) followed by XANTPHOS ... Reactants: 319, CN(C=NC1=C(C2=C(S1)C=C(S2)C(=O)OCC)C#N)C (N,N-dimethyl-N'-(3-cyano-5-ethoxycarbonylthieno[3,2-b]thien-2-yl)formamidine), Cl (hydrochloric acid). The solvent is C(C)O (ethanol). The product is 210, NC1=C(C2=C(S1)C=C(S2)C(=O)OCC)C#N (ethyl 2-amino-3-cyanothieno[3,2-b]thiophene-5-carboxylate). The yield is 80.0%. RXN SMILES: CN(C)C=[N:4][C:5]1[S:9][C:8]2[CH:10]=[C:11]([C:13]([O:15][CH2:16][CH3:17])=[O:14])[S:12][C:7]=2[C:6]=1[C:18]#[N:19].Cl>C(O)C>[NH2:4][C:5]1[S:9][C:8]2[CH:10]=[C:11]([C:13]([O:15][CH2:16][CH3:17])=[O:14])[S:12][C:7]=2[C:6]=1[C:18]#[N:19]. Procedure: A mixture of 319 parts of N,N-dimethyl-N'-(3-cyano-5-ethoxycarbonylthieno[3,2-b]thien-2-yl)formamidine, 2,000 parts of ethanol and 210 parts of concentrated hydrochloric acid was heated at the boil for 1 hour. After cooling down, the precipitate was filtered off with suction, washed with methanol and then with water and dried. This gave 210 parts (80% of theory) of ethyl 2-amino-3-cyanothieno[3,2-b]thiophene-5-carboxylate.